This data is from the Open Reaction Database (ORD), a public repository of structured organic reaction records. The task is: describe an organic reaction: reactants, conditions, products, and yield Reactants: BrC=1C=C(C=O)C=CC1 (3-Bromobenzaldehyde), C(C)B(C=1C=NC=CC1)CC (diethyl (pyridin-3-yl)borane), C([O-])([O-])=O.[K+].[K+] (potassium carbonate). The solvent is COCCOC (ethylene glycol dimethyl ether). Run at temperature 80 celsius. Product: N1=CC(=CC=C1)C=1C=C(C=O)C=CC1 (3-(Pyridin-3-yl)benzaldehyde). The yield is 72.8%. As a reaction SMILES: Br[C:2]1[CH:3]=[C:4]([CH:7]=[CH:8][CH:9]=1)[CH:5]=[O:6].C(B(CC)[C:13]1[CH:14]=[N:15][CH:16]=[CH:17][CH:18]=1)C.C(=O)([O-])[O-].[K+].[K+]>COCCOC>[N:15]1[CH:16]=[CH:17][CH:18]=[C:13]([C:2]2[CH:3]=[C:4]([CH:7]=[CH:8][CH:9]=2)[CH:5]=[O:6])[CH:14]=1 |f:2.3.4|. Procedure: 3-Bromobenzaldehyde (5 g, 27 mmol), diethyl (pyridin-3-yl)borane (3.97 g, 27 mmol) and potassium carbonate (11 g, 81 mmol) were dissolved in ethylene glycol dimethyl ether and water (40 ml, 2:1) and degassed under N2 then heated at 80° C. for 18 h after addition of tetrakis(triphenylphosphine)palladium(0) (0.2 g). The reaction was then diluted with ethyl acetate and water (200 ml, 1:1) and passed through a hyflo filter plug, the separated organic phase was washed with brine, dried (MgSO4) and ev...